Dataset: the Open Reaction Database (ORD), a public repository of structured organic reaction records. Task: describe an organic reaction: reactants, conditions, products, and yield The reactants are ClCCl, COc1ccc(C(=O)Cl)cc1, CCN(C(C)C)C(C)C, NCCCNc1nsc2ncccc12. Yields the product COc1ccc(C(=O)NCCCNc2nsc3ncccc23)cc1. As a reaction SMILES: [CH2:35]([Cl:36])[Cl:37].[CH3:24][O:25][c:26]1[cH:27][cH:28][c:29]([C:30](=[O:31])[Cl:32])[cH:33][cH:34]1.[CH:15]([N:16]([CH:17]([CH3:18])[CH3:19])[CH2:20][CH3:21])([CH3:22])[CH3:23].[s:1]1[n:2][c:3]([NH:10][CH2:11][CH2:12][CH2:13][NH2:14])[c:4]2[c:5]1[n:6][cH:7][cH:8][cH:9]2>>[s:1]1[n:2][c:3]([NH:10][CH2:11][CH2:12][CH2:13][NH:14][C:30]([c:29]2[cH:28][cH:27][c:26]([O:25][CH3:24])[cH:34][cH:33]2)=[O:31])[c:4]2[c:5]1[n:6][cH:7][cH:8][cH:9]2. The reactants are Cc1oc(-c2ccc(C(F)(F)F)cc2)nc1COc1ccc(S(=O)(=O)O)cc1, [Na], CN(C)C=O, O=S(Cl)Cl. Product: Cc1oc(-c2ccc(C(F)(F)F)cc2)nc1COc1ccc(S(=O)(=O)O)cc1, [Cl-]. RXN SMILES: [CH3:6][c:7]1[c:8]([CH2:22][O:23][c:24]2[cH:25][cH:26][c:27]([S:30](=[O:31])(=[O:32])[OH:33])[cH:28][cH:29]2)[n:9][c:10](-[c:12]2[cH:13][cH:14][c:15]([C:18]([F:19])([F:20])[F:21])[cH:16][cH:17]2)[o:11]1.[Na:5].[O:34]=[CH:35][N:36]([CH3:37])[CH3:38].[S:1]([Cl:2])([Cl:3])=[O:4]>>[CH3:6][c:7]1[c:8]([CH2:22][O:23][c:24]2[cH:25][cH:26][c:27]([S:30](=[O:31])(=[O:32])[OH:33])[cH:28][cH:29]2)[n:9][c:10](-[c:12]2[cH:13][cH:14][c:15]([C:18]([F:19])([F:20])[F:21])[cH:16][cH:17]2)[o:11]1.[Cl-:3].